This data is from the Open Reaction Database (ORD), a public repository of structured organic reaction records. The task is: describe an organic reaction: reactants, conditions, products, and yield The reactants are C1(=CC=CC=C1)CCCCN (4-phenylbutylamine), CSC1=NC=C(C(N1)=O)CC=1C=NC=CC1 (2-methylthio-5-(3-pyridylmethyl)-4-pyrimidone). Run in N1=CC=CC=C1 (pyridine). The product is O.O.C1(=CC=CC=C1)CCCCNC1=NC=C(C(N1)=O)CC=1C=NC=CC1 (2-(4-phenylbutylamino)-5-(3-pyridylmethyl)-4-pyrimidone dihydrate). RXN SMILES: [C:1]1([CH2:7][CH2:8][CH2:9][CH2:10][NH2:11])[CH:6]=[CH:5][CH:4]=[CH:3][CH:2]=1.CS[C:14]1[NH:19][C:18](=[O:20])[C:17]([CH2:21][C:22]2[CH:23]=[N:24][CH:25]=[CH:26][CH:27]=2)=[CH:16][N:15]=1>N1C=CC=CC=1>[OH2:20].[OH2:20].[C:1]1([CH2:7][CH2:8][CH2:9][CH2:10][NH:11][C:14]2[NH:19][C:18](=[O:20])[C:17]([CH2:21][C:22]3[CH:23]=[N:24][CH:25]=[CH:26][CH:27]=3)=[CH:16][N:15]=2)[CH:6]=[CH:5][CH:4]=[CH:3][CH:2]=1 |f:3.4.5|. Reported procedure: A mixture of 4-phenylbutylamine (4.0 g), 2-methylthio-5-(3-pyridylmethyl)-4-pyrimidone (5.8 g) and dry pyridine (40 ml) was heated under reflux for 60 hours and evaporated to dryness. Water was added to the residue and the pH was adjusted to 7 with hydrochloric acid. The solid which separated out was recrystallised from aqueous ethanol to give 2-(4-phenylbutylamino)-5-(3-pyridylmethyl)-4-pyrimidone dihydrate m.p. about 70°.